Dataset: the Open Reaction Database (ORD), a public repository of structured organic reaction records. Task: describe an organic reaction: reactants, conditions, products, and yield Yields the product C(C1=CC=CC=C1)OCCN1C2=C(C3=C([C@@H](C1=O)NC([C@](C(=O)NCCC(C(F)(F)F)(F)F)(C)F)=O)C=CC=C3)C=CC=C2 ((R)—N—[(S)-5-(2-Benzyloxy-ethyl)-6-oxo-6,7-dihydro-5H-dibenzo[b,d]azepin-7-yl]-2-fluoro-2-methyl-N′-(3,3,4,4,4-pentafluoro-butyl)-malonamide). Procedure details: Using (S)—N—[(S)-5-(2-benzyloxy-ethyl)-6-oxo-6,7-dihydro-5H-dibenzo[b,d]azepin-7-yl]-2-fluoro-2-methyl-malonamic acid and 3,3,4,4,4-pentafluoro-butylamine, the title compound was prepared in the same manner as described for example 1c. White solid (85%). MS: m/e=622(M+H+). Starting materials: C(C1=CC=CC=C1)OCCN1C2=C(C3=C([C@@H](C1=O)NC([C@](C(=O)O)(C)F)=O)C=CC=C3)C=CC=C2 ((S)—N—[(S)-5-(2-benzyloxy-ethyl)-6-oxo-6,7-dihydro-5H-dibenzo[b,d]azepin-7-yl]-2-fluoro-2-methyl-malonamic acid), FC(CCN)(C(F)(F)F)F (3,3,4,4,4-pentafluoro-butylamine), solid. As a reaction SMILES: [CH2:1]([O:8][CH2:9][CH2:10][N:11]1[C:17](=[O:18])[C@@H:16]([NH:19][C:20](=[O:27])[C@@:21]([F:26])([CH3:25])[C:22](O)=[O:23])[C:15]2[CH:28]=[CH:29][CH:30]=[CH:31][C:14]=2[C:13]2[CH:32]=[CH:33][CH:34]=[CH:35][C:12]1=2)[C:2]1[CH:7]=[CH:6][CH:5]=[CH:4][CH:3]=1.[F:36][C:37]([F:45])([C:41]([F:44])([F:43])[F:42])[CH2:38][CH2:39][NH2:40]>>[CH2:1]([O:8][CH2:9][CH2:10][N:11]1[C:17](=[O:18])[C@@H:16]([NH:19][C:20](=[O:27])[C@@:21]([F:26])([CH3:25])[C:22]([NH:40][CH2:39][CH2:38][C:37]([F:45])([F:36])[C:41]([F:44])([F:43])[F:42])=[O:23])[C:15]2[CH:28]=[CH:29][CH:30]=[CH:31][C:14]=2[C:13]2[CH:32]=[CH:33][CH:34]=[CH:35][C:12]1=2)[C:2]1[CH:3]=[CH:4][CH:5]=[CH:6][CH:7]=1. Run in C(C)(C)O (isopropanol), C(Cl)Cl.CO.[NH4+].[OH-] (CH2Cl2 MeOH NH4OH). The reagents and catalysts are [Cu]I (CuI). Starting materials: FC1=C(N)C=CC(=C1)I (2-fluoro-4-iodoaniline), CN1CCNCCC1 (1-methylhomopiperazine), C(CO)O (ethylene glycol), [O-]P(=O)([O-])[O-].[K+].[K+].[K+] (K3PO4). As a reaction SMILES: [F:1][C:2]1[CH:8]=[C:7](I)[CH:6]=[CH:5][C:3]=1[NH2:4].[CH3:10][N:11]1[CH2:17][CH2:16][CH2:15][NH:14][CH2:13][CH2:12]1.C(O)CO.[O-]P([O-])([O-])=O.[K+].[K+].[K+]>C(O)(C)C.C(Cl)Cl.CO.[NH4+].[OH-].[Cu]I>[CH3:10][N:11]1[CH2:17][CH2:16][CH2:15][N:14]([C:7]2[CH:6]=[CH:5][C:3]([NH2:4])=[C:2]([F:1])[CH:8]=2)[CH2:13][CH2:12]1 |f:3.4.5.6,8.9.10.11|. Reaction conditions: temperature 85 celsius. Procedure details: A mixture of 2-fluoro-4-iodoaniline (474 mg, 2.00 mmol), 1-methylhomopiperazine (0.372 mL, 3.00 mmol), ethylene glycol (0.222 mL, 4.00 mmol) and K3PO4 (848 mg, 4.00 mmol) in isopropanol (2 mL) was degassed with Ar before being charged with CuI (76 mg, 0.40 mmol). The mixture in a sealed tube was heated at 85° C. for three days. One fifth of the reaction mixture was applied to a silica gel prep TLC plate, which was then developed in CH2Cl2/MeOH/NH4OH (85/15/0.5). The area containing the desired p... Product: CN1CCN(CCC1)C1=CC(=C(C=C1)N)F (4-(4-methyl-homopiperazinyl)-2-fluorophenylamine).